Task: describe an organic reaction: reactants, conditions, products, and yield. Dataset: the Open Reaction Database (ORD), a public repository of structured organic reaction records The reactants are O=C([O-])[O-], COc1ccc(C2CCc3cc(OC)ccc3C2CS(=O)(=O)OC)cc1, CC#N, [K+], [K+], c1c[nH]cn1. Yields the product COc1ccc(C2CCc3cc(OC)ccc3C2Cn2ccnc2)cc1. Reaction SMILES: [C:32](=[O:33])([O-:34])[O-:35].[CH3:1][O:2][c:3]1[cH:4][c:5]2[c:10]([cH:11][cH:12]1)[CH:9]([CH2:13][S:14]([O:15][CH3:16])(=[O:17])=[O:18])[CH:8]([c:19]1[cH:20][cH:21][c:22]([O:25][CH3:26])[cH:23][cH:24]1)[CH2:7][CH2:6]2.[CH3:38][C:39]#[N:40].[K+:36].[K+:37].[nH:27]1[cH:28][n:29][cH:30][cH:31]1>>[CH3:1][O:2][c:3]1[cH:4][c:5]2[c:10]([cH:11][cH:12]1)[CH:9]([CH2:13][n:27]1[cH:28][n:29][cH:30][cH:31]1)[CH:8]([c:19]1[cH:20][cH:21][c:22]([O:25][CH3:26])[cH:23][cH:24]1)[CH2:7][CH2:6]2. The reactants are C(#N)C1=NN(C=N1)[C@H]1[C@H](OC(C)=O)[C@H](OC(C)=O)[C@H](O1)COC(C)=O (3-cyano-1-(2,3,5 -tri-O-acetyl-β-D-ribofuranosyl)-1,2,4-triazole), OO (hydrogen peroxide), OO (hydrogen peroxide). The solvent is N (ammonia). Run at time 6 hour. Product: [C@@H]1([C@H](O)[C@H](O)[C@H](O1)CO)N1N=C(N=C1)C(=O)N (1-(β -D-ribofuranosyl)-1,2,4-triazole-3-carboxamide). Isolated yield 51.2%. RXN SMILES: [C:1]([C:3]1[N:7]=[CH:6][N:5]([C@@H:8]2[O:20][C@H:19]([CH2:21][O:22]C(=O)C)[C@@H:14]([O:15]C(=O)C)[C@H:9]2[O:10]C(=O)C)[N:4]=1)#[N:2].[OH:26]O>N>[C@@H:8]1([N:5]2[CH:6]=[N:7][C:3]([C:1]([NH2:2])=[O:26])=[N:4]2)[O:20][C@H:19]([CH2:21][OH:22])[C@@H:14]([OH:15])[C@H:9]1[OH:10]. Procedure: A mixture of 3-cyano-1-(2,3,5 -tri-O-acetyl-β-D-ribofuranosyl)-1,2,4-triazole (705 mg., 2.0 mmole), 28% aqueous ammonia (20 ml.) and 30% hydrogen peroxide (3.0 ml.) was stirred at 25° for 6 hrs. An additional 3.0 ml. portion of 30% hydrogen peroxide was then added and stirring at 25° was continued for 12 hrs. The excess hydrogen peroxide was destroyed by addition of platinum black, the solution was filtered, the filtrate was evaporated to dryness. The residue was dissolved in methanol and silic ... The reactants are O=C(c1ccccc1)c1ccc2c(c1)C(C(=O)O)CC2, CO, [Na+], [OH-]. Product: COC(=O)C1CCc2ccc(C(=O)c3ccccc3)cc21. RXN SMILES: [C:3]([c:4]1[cH:5][cH:6][cH:7][cH:8][cH:9]1)(=[O:10])[c:11]1[cH:12][cH:13][c:14]2[c:18]([cH:19]1)[CH:17]([C:20](=[O:21])[OH:22])[CH2:16][CH2:15]2.[CH3:23][OH:24].[Na+:2].[OH-:1]>>[C:3]([c:4]1[cH:5][cH:6][cH:7][cH:8][cH:9]1)(=[O:10])[c:11]1[cH:12][cH:13][c:14]2[c:18]([cH:19]1)[CH:17]([C:20]([O:21][CH3:23])=[O:22])[CH2:16][CH2:15]2. The reactants are CC#N, Cc1ccc(I)c(S(=O)(=O)O)c1, OCc1ccccc1. RXN SMILES: [CH3:21][C:22]#[N:23].[I:1][c:2]1[cH:3][cH:4][c:5]([CH3:6])[cH:7][c:8]1[S:9]([OH:10])(=[O:11])=[O:12].[OH:13][CH2:14][c:15]1[cH:16][cH:17][cH:18][cH:19][cH:20]1>>[O:13]=[CH:14][c:15]1[cH:16][cH:17][cH:18][cH:19][cH:20]1. The product is O=Cc1ccccc1. Reactants: C(CCCCCCCCCCC)OC1=CC=C(C(=O)C2=CC=C(C=C2)OCCCCCCCCCCCC)C=C1 (4,4′didodecyloxybenzophenone), O.NN (hydrazine monohydrate). The solvent is C(CCCC)O (pentanol). The product is C1(=CC=CC=C1)C(=[N+]=[N-])C1=CC=CC=C1 (diphenyldiazomethane). Reaction SMILES: C(O[C:14]1[CH:40]=[CH:39][C:17]([C:18]([C:20]2[CH:25]=[CH:24][C:23](OCCCCCCCCCCCC)=[CH:22][CH:21]=2)=O)=[CH:16][CH:15]=1)CCCCCCCCCCC.O.[NH2:42][NH2:43]>C(O)CCCC>[C:17]1([C:18]([C:20]2[CH:25]=[CH:24][CH:23]=[CH:22][CH:21]=2)=[N+:42]=[N-:43])[CH:39]=[CH:40][CH:14]=[CH:15][CH:16]=1 |f:1.2|. Procedure: A mixture of 4,4′-dihydroxybenzophenone (21.4 g, 100 mmol), 1-bromododecane (49.8 g, 200 mmol), K2CO3 (50 g) in 500 mL of DMF were heated with stirring at 120° C. for 60 hours. After the mixture was cooled to room temperature, 1 L of water was added. The solution was extracted with CH2Cl2 (4×500 mL). The combined organic layers were dried with MgSO4 and the most of the solvent removed under reduced pressure as a white solid formed. The solids were collected by filtration, washed with cold hexane... The reactants are C(C)[Zn]CC (diethyl zinc), CC(CC(=O)OC)(C=C)C (methyl 3,3-dimethyl-4-pentenoate), C(=O)(C(F)(F)F)O (TFA), solution, ICI (diiodomethane). The solvent is CCCCCC (hexane), ClCCl (dichloromethane), ClCCl (dichloromethane), ClCCl (dichloromethane). Reaction conditions: temperature 0 celsius, time 30 minute. Product: C1(CC1)C(CC(=O)OC)(C)C (methyl 3-cyclopropyl-3-methylbutanoate). As a reaction SMILES: [CH2:1]([Zn]CC)C.C(O)(C(F)(F)F)=O.ICI.[CH3:16][C:17]([CH3:25])([CH:23]=[CH2:24])[CH2:18][C:19]([O:21][CH3:22])=[O:20]>CCCCCC.ClCCl>[CH:23]1([C:17]([CH3:25])([CH3:16])[CH2:18][C:19]([O:21][CH3:22])=[O:20])[CH2:1][CH2:24]1. Procedure: To a solution of diethyl zinc (77 mL of a 1.0 M solution in hexane; 77 mmol) in dry dichloromethane (250 mL) at 0° C. under an inert atmosphere was added TFA (5.9 mL, 77 mmol) in dichloromethane (15 mL) dropwise over a period of 1 h. To this suspension was added diiodomethane (6.2 mL, 77 mmol) in dichloromethane (10 mL) dropwise over a period of 15 min. The resulting solution was stirred at 0° C. for 30 min, at which time methyl 3,3-dimethyl-4-pentenoate (5.0 g, 35 mmol) was added. The mixture w... Reactants: C(C)(C)(C)NC(=O)C1C(CCC(C1)OC)CC(C(CC1=CC=CC=C1)NC(C(CSC1=CC2=CC=CC=C2C=C1)NS(=O)(=O)C)=O)O (2-{2-Hydroxy-3-[2-methanesulfonylamino-3-(naphthalen-2-ylsulfanyl)-propionylamino]-4-phenyl-butyl}-5-methoxy-cyclohexanecarboxylic acid tert-butylamide), ClC1=CC(=CC=C1)C(=O)OO (meta-chloroperbenzoic acid). Run in ClCCl (dichloromethane), ClCCl (dichloromethane). Run at temperature -10 celsius, time 30 minute. Yields the product C(C)(C)(C)NC(=O)C1C(CCC(C1)OC)CC(C(CC1=CC=CC=C1)NC(C(CS(=O)C1=CC2=CC=CC=C2C=C1)NS(=O)(=O)C)=O)O (2-{2-Hydroxy-3-[2-methanesulfonylamino-3-(naphthalene-2-sulfinyl)-propionylamino]-4-phenyl-butyl}-5-methoxy-cyclohexanecarboxylic Acid tert-Butylamide). RXN SMILES: [C:1]([NH:5][C:6]([CH:8]1[CH2:13][CH:12]([O:14][CH3:15])[CH2:11][CH2:10][CH:9]1[CH2:16][CH:17]([OH:47])[CH:18]([NH:26][C:27](=[O:46])[CH:28]([NH:41][S:42]([CH3:45])(=[O:44])=[O:43])[CH2:29][S:30][C:31]1[CH:40]=[CH:39][C:38]2[C:33](=[CH:34][CH:35]=[CH:36][CH:37]=2)[CH:32]=1)[CH2:19][C:20]1[CH:25]=[CH:24][CH:23]=[CH:22][CH:21]=1)=[O:7])([CH3:4])([CH3:3])[CH3:2].ClC1C=CC=C(C(OO)=[O:56])C=1>ClCCl>[C:1]([NH:5][C:6]([CH:8]1[CH2:13][CH:12]([O:14][CH3:15])[CH2:11][CH2:10][CH:9]1[CH2:16][CH:17]([OH:47])[CH:18]([NH:26][C:27](=[O:46])[CH:28]([NH:41][S:42]([CH3:45])(=[O:44])=[O:43])[CH2:29][S:30]([C:31]1[CH:40]=[CH:39][C:38]2[C:33](=[CH:34][CH:35]=[CH:36][CH:37]=2)[CH:32]=1)=[O:56])[CH2:19][C:20]1[CH:25]=[CH:24][CH:23]=[CH:22][CH:21]=1)=[O:7])([CH3:4])([CH3:2])[CH3:3]. Reported procedure: A solution of 2-{2-Hydroxy-3-[2-methanesulfonylamino-3-(naphthalen-2-ylsulfanyl)-propionylamino]-4-phenyl-butyl}-5-methoxy-cyclohexanecarboxylic acid tert-butylamide (80 mg, 0.117 mmol) in dichloromethane (3 ml) was cooled to −10° C. A solution of meta-chloroperbenzoic acid in dichloromethane (2 ml) was added and the mixture stirred at −10° C. for 30 minutes. The solution was then washed with 5% aqueous sodium hydrogen carbonate solution, dried (anhydrous magnesium sulfate) and concentrated in v... Reactants: ClC1=CC=C(C=C1)S(=O)(=O)C(C(CCCSC)C)C1=C(C=CC(=C1)F)F (2-[1-[(4-chlorophenyl)sulfonyl]-2-methyl-5-(methylthio)pentyl]-1,4-difluorobenzene), ClC1=CC(=CC=C1)C(=O)OO (3-chloroperbenzoic acid). The solvent is C(Cl)Cl (methylene chloride). Conditions: time 14 hour. The product is ClC1=CC=C(C=C1)S(=O)(=O)C(C(CCCS(=O)C)C)C1=C(C=CC(=C1)F)F (2-[1-[(4-Chlorophenyl)sulfonyl]-2-methyl-5-(methylsulfinyl)pentyl]-1,4-difluorobenzene). RXN SMILES: [Cl:1][C:2]1[CH:7]=[CH:6][C:5]([S:8]([CH:11]([C:19]2[CH:24]=[C:23]([F:25])[CH:22]=[CH:21][C:20]=2[F:26])[CH:12]([CH3:18])[CH2:13][CH2:14][CH2:15][S:16][CH3:17])(=[O:10])=[O:9])=[CH:4][CH:3]=1.ClC1C=CC=C(C(OO)=[O:35])C=1>C(Cl)Cl>[Cl:1][C:2]1[CH:7]=[CH:6][C:5]([S:8]([CH:11]([C:19]2[CH:24]=[C:23]([F:25])[CH:22]=[CH:21][C:20]=2[F:26])[CH:12]([CH3:18])[CH2:13][CH2:14][CH2:15][S:16]([CH3:17])=[O:35])(=[O:10])=[O:9])=[CH:4][CH:3]=1. Procedure details: The 2-[1-[(4-chlorophenyl)sulfonyl]-2-methyl-5-(methylthio)pentyl]-1,4-difluorobenzene (Isomer 43-A) (180 mg, 0.430 mmol) obtained in Example 43 was dissolved in methylene chloride (10 ml). Under ice cooling, 3-chloroperbenzoic acid (89 mg, 0.52 mmol) was added, followed by stirring at room temperature for 14 hours. The residue obtained by concentrating the reaction mixture under reduced pressure was purified by silica gel chromatography (methylene chloride:methanol=40:1), whereby the title comp... Reaction SMILES: [F:1][C:2]1[CH:3]=[C:4]([N:25]2[CH2:29][C@H:28]([C:30]([NH2:32])=[O:31])[O:27][C:26]2=[O:33])[CH:5]=[CH:6][C:7]=1[N:8]1[CH2:13][CH2:12][N:11]([C:14](=[O:24])[CH2:15][O:16]CC2C=CC=CC=2)[CH2:10][CH2:9]1.[H][H]>CO.CCO.[Pd]>[F:1][C:2]1[CH:3]=[C:4]([N:25]2[CH2:29][C@H:28]([C:30]([NH2:32])=[O:31])[O:27][C:26]2=[O:33])[CH:5]=[CH:6][C:7]=1[N:8]1[CH2:9][CH2:10][N:11]([C:14](=[O:24])[CH2:15][OH:16])[CH2:12][CH2:13]1. Procedure: A mixture of (5R)-3-[3-fluoro-4-[4-[(phenylmethoxy)acetyl]-1-piperazinyl]phenyl]-2-oxo-5-oxazolidinecarboxamide (Step 2, 260 mg, 0.570 mmol) and 10% palladium-on-carbon (61 mg, 0.0570 mmol) in a mixture of methanol (5 mL) and EtOH (23 mL) is shaken under a 40 psi hydrogen atmosphere on a Parr apparatus for 22 h. The catalyst is then removed by filtration through a pad of Celite, rinsing with tetrahydrofuran (200 mL), and the filtrate is concentrated under reduced pressure and triturated with met... Product: FC=1C=C(C=CC1N1CCN(CC1)C(CO)=O)N1C(O[C@H](C1)C(=O)N)=O ((5R)-(−)-3-[3-fluoro-4-[4-(hydroxyacetyl)-1-piperazinyl]phenyl]-2-oxo-5-oxazolidinecarboxamide). Run in CO (methanol), CCO (EtOH). Reactants: FC=1C=C(C=CC1N1CCN(CC1)C(COCC1=CC=CC=C1)=O)N1C(O[C@H](C1)C(=O)N)=O ((5R)-3-[3-fluoro-4-[4-[(phenylmethoxy)acetyl]-1-piperazinyl]phenyl]-2-oxo-5-oxazolidinecarboxamide), [H][H] (hydrogen). Reagents/catalysts: [Pd] (palladium-on-carbon). Starting materials: COC[C@H](C1=CC=CC=C1)NC(=O)NC1=CC2=C(C=N1)C(=NN2C(C2=CC=CC=C2)(C2=CC=CC=C2)C2=CC=CC=C2)C=2C=NN(C2)C ((S)-1-(2-methoxy-1-phenylethyl)-3-(3-(1-methyl-1H-pyrazol-4-yl)-1-trityl-1H-pyrazolo[4,3-c]pyridin-6-yl)urea), FC(C(=O)O)(F)F (trifluoroacetic acid), C(C)[SiH](CC)CC (triethylsilane). Run in ClCCl (Dichloromethane). Reaction conditions: time 18 hour. Product: COC[C@@H](C1=CC=CC=C1)NC(=O)NC1=CC2=C(C=N1)C(=NN2)C=2C=NN(C2)C (1-[(1R)-2-methoxy-1-phenylethyl]-3-[3-(1-methyl-1H-pyrazol-4-yl)-1H-pyrazolo[4,3-c]pyridin-6-yl]urea). The yield is 28.0%. Reaction SMILES: [CH3:1][O:2][CH2:3][C@@H:4]([NH:11][C:12]([NH:14][C:15]1[N:20]=[CH:19][C:18]2[C:21]([C:43]3[CH:44]=[N:45][N:46]([CH3:48])[CH:47]=3)=[N:22][N:23](C(C3C=CC=CC=3)(C3C=CC=CC=3)C3C=CC=CC=3)[C:17]=2[CH:16]=1)=[O:13])[C:5]1[CH:10]=[CH:9][CH:8]=[CH:7][CH:6]=1.FC(F)(F)C(O)=O.C([SiH](CC)CC)C>ClCCl>[CH3:1][O:2][CH2:3][C@H:4]([NH:11][C:12]([NH:14][C:15]1[N:20]=[CH:19][C:18]2[C:21]([C:43]3[CH:44]=[N:45][N:46]([CH3:48])[CH:47]=3)=[N:22][NH:23][C:17]=2[CH:16]=1)=[O:13])[C:5]1[CH:6]=[CH:7][CH:8]=[CH:9][CH:10]=1. Reported procedure: To the solution of (S)-1-(2-methoxy-1-phenylethyl)-3-(3-(1-methyl-1H-pyrazol-4-yl)-1-trityl-1H-pyrazolo[4,3-c]pyridin-6-yl)urea (63.4 mg, 0.100 mmol) and trifluoroacetic acid (0.383 ml, 5.00 mmol) in Dichloromethane (2.0 ml) was added triethylsilane (17.45 mg, 0.150 mmol). The resulting mixture was allowed to stir at rt for 18 h. LC-MS showed the completion of the reaction. After concentration the residue was purified by reverse phase HPLC to provide desired product (17.3 mg, 0.028 mmol, 27.9% y...